This data is from the Open Reaction Database (ORD), a public repository of structured organic reaction records. The task is: describe an organic reaction: reactants, conditions, products, and yield Reactants: OC1(CN(C1)C(=O)OC(C)(C)C)C1=CC=C(C=C1)OC (tert-butyl 3-hydroxy-3-(4-methoxyphenyl)azetidine-1-carboxylate), C(C)[SiH](CC)CC (triethylsilane), C(=O)(C(F)(F)F)O (TFA). Solvent: C(Cl)Cl (DCM). Reaction conditions: time 8 hour. Yields the product COC1=CC=C(C=C1)C1CN(C1)C(=O)OC(C)(C)C (tert-butyl 3-(4-methoxyphenyl)azetidine-1-carboxylate). Yield: 35.1%. Reaction SMILES: O[C:2]1([C:13]2[CH:18]=[CH:17][C:16]([O:19][CH3:20])=[CH:15][CH:14]=2)[CH2:5][N:4]([C:6]([O:8][C:9]([CH3:12])([CH3:11])[CH3:10])=[O:7])[CH2:3]1.C([SiH](CC)CC)C.C(O)(C(F)(F)F)=O>C(Cl)Cl>[CH3:20][O:19][C:16]1[CH:17]=[CH:18][C:13]([CH:2]2[CH2:5][N:4]([C:6]([O:8][C:9]([CH3:12])([CH3:11])[CH3:10])=[O:7])[CH2:3]2)=[CH:14][CH:15]=1. Procedure details: To a solution of tert-butyl 3-hydroxy-3-(4-methoxyphenyl)azetidine-1-carboxylate (1.1 g, 3.9 mmol) in DCM (15 mL) at 0° C. was added triethylsilane (5 mL, 31 mmol) followed by TFA (1 mL, 13.8 mmol). The reaction mixture was allowed to warm to rt and stirred overnight. The mixture was then diluted with a satd. sodium bicarbonate solution and extracted with DCM (100 mL). The organic layer was separated, dried over Na2SO4, filtered, and evaporated under reduced pressure to give a crude product whic...